Task: describe an organic reaction: reactants, conditions, products, and yield. Dataset: the Open Reaction Database (ORD), a public repository of structured organic reaction records The reactants are CC=1N=NSC1CSC1=CC=CC=C1 (4-methyl-5-phenylthiomethyl-1,2,3-thiadiazole), ClC1=CC(=CC=C1)C(=O)OO (m-chloroperbenzoic acid), S(=O)(O)[O-].[Na+] (sodium hydrogen sulfite). Run in C(Cl)Cl (methylene chloride). Run at time 20 hour. Product: CC=1N=NSC1CS(=O)(=O)C1=CC=CC=C1 (4-methyl-5-phenylsulfonylmethyl-1,2,3-thiadiazole). Isolated yield 100.0%. As a reaction SMILES: [CH3:1][C:2]1[N:3]=[N:4][S:5][C:6]=1[CH2:7]SC1C=CC=CC=1.Cl[C:16]1[CH:21]=[CH:20][CH:19]=[C:18](C(OO)=O)[CH:17]=1.[S:26]([O-:29])(O)=[O:27].[Na+]>C(Cl)Cl>[CH3:1][C:2]1[N:3]=[N:4][S:5][C:6]=1[CH2:7][S:26]([C:16]1[CH:17]=[CH:18][CH:19]=[CH:20][CH:21]=1)(=[O:29])=[O:27] |f:2.3|. Procedure: In 5.0 ml of methylene chloride was dissolved 0.20 g (0.99 mmol) of 4-methyl-5-phenylthiomethyl-1,2,3-thiadiazole. Then, 0.40 g (2.3 mmol) of m-chloroperbenzoic acid was added to the solution obtained above, and was stirred for 20 hours at room temperature. Then, an aqueous solution of sodium hydrogen sulfite was added to the reaction mixture to stop the reaction, the objective product was extracted with ethyl acetate, the organic layer was washed with a saturated aqueous solution of sodium hydr...